This data is from the Open Reaction Database (ORD), a public repository of structured organic reaction records. The task is: describe an organic reaction: reactants, conditions, products, and yield The reactants are C(=O)C1=CC=C(OCCCCC(=O)O)C=C1 (5-(4-formylphenoxy)pentanoic acid), C(=O)C1=CC=C(OCC(=O)O)C=C1 (2-(4-formylphenoxy)acetic acid), C1(O)=CC(O)=CC=C1 (resorcinol), C(C)N1C(C=C(C2=CC=C(C=C12)O)C)(C)C (1-ethyl-2,2,4-trimethyl-1,2-dihydroquinolin-7-ol). Solvent: CO (methanol), CO (methanol). Product: OC=1C=CC=2C(=C3C=CC(C=C3OC2C1)=O)C1=CC=C(OCCCCC(=O)O)C=C1 (5-(4-(3-hydroxy-6-oxo-6H-xanthen-9-yl)phenoxy)pentanoic acid). Isolated yield 26.0%. RXN SMILES: [CH:1]([C:3]1[CH:16]=[CH:15][C:6]([O:7][CH2:8][CH2:9][CH2:10][CH2:11][C:12]([OH:14])=[O:13])=[CH:5][CH:4]=1)=O.[C:17]1([CH:24]=[CH:23][CH:22]=[C:20]([OH:21])[CH:19]=1)[OH:18].C(N1[C:36]2[C:31](=[CH:32][CH:33]=[C:34]([OH:37])[CH:35]=2)C(C)=CC1(C)C)C.C(C1C=CC(OCC(O)=O)=CC=1)=O>CO>[OH:18][C:17]1[CH:24]=[CH:23][C:22]2[C:1]([C:3]3[CH:16]=[CH:15][C:6]([O:7][CH2:8][CH2:9][CH2:10][CH2:11][C:12]([OH:14])=[O:13])=[CH:5][CH:4]=3)=[C:31]3[C:36]([O:21][C:20]=2[CH:19]=1)=[CH:35][C:34](=[O:37])[CH:33]=[CH:32]3. Reported procedure: Dye 9 (shown below) was prepared using the procedure described in Example 4 except that 5-(4-formylphenoxy)pentanoic acid and resorcinol substituted for 1-ethyl-2,2,4-trimethyl-1,2-dihydroquinolin-7-ol and 2-(4-formylphenoxy)acetic acid. Yield: 26%. λabs=486 nm (in methanol), λem=513 nm (in methanol). Reactants: CC(C)(C)OC(=O)N1CC2CN(CCNS(=O)(=O)c3ccc(F)cc3)CC(C1)O2, Cl, C1COCCO1. Yields the product O=S(=O)(NCCN1CC2CNCC(C1)O2)c1ccc(F)cc1. Reaction SMILES: [C:2]([O:3][C:4](=[O:5])[N:9]1[CH2:10][CH:11]2[CH2:12][N:13]([CH2:18][CH2:19][NH:20][S:21](=[O:22])(=[O:23])[c:24]3[cH:25][cH:26][c:27]([F:30])[cH:28][cH:29]3)[CH2:14][CH:15]([CH2:16]1)[O:17]2)([CH3:6])([CH3:7])[CH3:8].[ClH:1].[O:31]1[CH2:32][CH2:33][O:34][CH2:35][CH2:36]1>>[NH:9]1[CH2:10][CH:11]2[CH2:12][N:13]([CH2:18][CH2:19][NH:20][S:21](=[O:22])(=[O:23])[c:24]3[cH:25][cH:26][c:27]([F:30])[cH:28][cH:29]3)[CH2:14][CH:15]([CH2:16]1)[O:17]2. The reactants are ClC1=C(C=NC2=C(C(=CC=C12)Cl)C)C(=O)N (4.7-Dichloro-8-methyl-3-quinolinecarboxamide), COC=1C=C(N)C=CC1 (3-methoxyaniline), Cl.IC=1C=C2C(=C(C=NC2=CC1)C(=O)N)NC1=CC(=CC=C1)OC (6-Iodo-4-{[3-(methyloxy)phenyl]amino}-3-quinolinecarboxamide hydrochloride). The product is Cl.ClC1=CC=C2C(=C(C=NC2=C1C)C(=O)N)NC1=CC(=CC=C1)OC (7-Chloro-8-methyl-4-{[3-(methyloxy)phenyl]amino}-3-quinolinecarboxamide hydrochloride). As a reaction SMILES: [Cl:1][C:2]1[C:11]2[C:6](=[C:7]([CH3:13])[C:8]([Cl:12])=[CH:9][CH:10]=2)[N:5]=[CH:4][C:3]=1[C:14]([NH2:16])=[O:15].[CH3:17][O:18][C:19]1[CH:20]=[C:21]([CH:23]=[CH:24][CH:25]=1)[NH2:22].Cl.IC1C=C2C(=CC=1)N=CC(C(N)=O)=C2NC1C=CC=C(OC)C=1>>[ClH:1].[Cl:12][C:8]1[C:7]([CH3:13])=[C:6]2[C:11]([C:2]([NH:22][C:21]3[CH:23]=[CH:24][CH:25]=[C:19]([O:18][CH3:17])[CH:20]=3)=[C:3]([C:14]([NH2:16])=[O:15])[CH:4]=[N:5]2)=[CH:10][CH:9]=1 |f:2.3,4.5|. Reported procedure: Intermediate 66 was prepared from Intermediate 68 using 3-methoxyaniline in a similar manner to Intermediate 14. Starting materials: CC1=CC=C(C=C1)S(=O)(=O)OC=1C2=C(N=C(N1)N)C(CCCC2)(C)C (2-amino-9,9-dimethyl-6,7,8,9-tetrahydro-5H-cyclohepta[d]pyrimidin-4-yl 4-methylbenzenesulfonate), N1C[C@@H](CC1)NC(OC(C)(C)C)=O ((R)-tert-butyl pyrrolidin-3-ylcarbamate). Yields the product N1(CCNCC1)C=1C2=C(N=C(N1)N)CCCCC2 (4-(piperazin-1-yl)-6,7,8,9-tetrahydro-5H-cyclohepta[d]pyrimidin-2-amine). As a reaction SMILES: CC1C=CC(S(O[C:12]2[C:13]3[CH2:23][CH2:22][CH2:21][CH2:20][C:19](C)(C)[C:14]=3[N:15]=[C:16]([NH2:18])[N:17]=2)(=O)=O)=CC=1.[NH:26]1[CH2:30]C[C@@H:28]([NH:31][C:32](=O)OC(C)(C)C)[CH2:27]1>>[N:26]1([C:12]2[C:13]3[CH2:23][CH2:22][CH2:21][CH2:20][CH2:19][C:14]=3[N:15]=[C:16]([NH2:18])[N:17]=2)[CH2:27][CH2:28][NH:31][CH2:32][CH2:30]1. Procedure: The title compound was prepared according to the procedure of Example 1E, substituting the product from Example 13C for the product of Example 1D and substituting piperazine for (R)-tert-butyl pyrrolidin-3-ylcarbamate. 1H NMR (300 MHz, CD3OD) δ 3.38 (m, 4H), 3.21 (, 4H), 2.74 (m, 2H), 2.62 (m, 2H), 1.86 (m, 2H), 1.57-1.71 (m, 4H). MS (DCI+) m/z 248 (M+H)+. Reactants: [Al+3], O=C(C1CC1)N1CCCC1Cc1ccc(Cl)cc1, [H-], [H-], [H-], [H-], [Li+], C1CCOC1, O. The product is Clc1ccc(CC2CCCN2CC2CC2)cc1. As a reaction SMILES: [Al+3:20].[Cl:1][c:2]1[cH:3][cH:4][c:5]([CH2:6][CH:7]2[N:8]([C:12](=[O:13])[CH:14]3[CH2:15][CH2:16]3)[CH2:9][CH2:10][CH2:11]2)[cH:17][cH:18]1.[H-:19].[H-:22].[H-:23].[H-:24].[Li+:21].[O:26]1[CH2:27][CH2:28][CH2:29][CH2:30]1.[OH2:25]>>[Cl:1][c:2]1[cH:3][cH:4][c:5]([CH2:6][CH:7]2[N:8]([CH2:12][CH:14]3[CH2:15][CH2:16]3)[CH2:9][CH2:10][CH2:11]2)[cH:17][cH:18]1. RXN SMILES: [CH3:1][c:2]1[c:3]([CH2:9][C:10](=[O:11])[N:12]2[CH2:13][CH2:14][CH:15]([C:18](=[O:19])[O:20][CH3:21])[CH2:16][CH2:17]2)[cH:4][c:5]([CH3:8])[cH:6][cH:7]1.[Na+:24].[O:25]1[CH2:26][CH2:27][CH2:28][CH2:29]1.[OH-:23].[OH2:22]>>[CH3:1][c:2]1[c:3]([CH2:9][C:10](=[O:11])[N:12]2[CH2:13][CH2:14][CH:15]([C:18](=[O:19])[OH:20])[CH2:16][CH2:17]2)[cH:4][c:5]([CH3:8])[cH:6][cH:7]1. The product is Cc1ccc(C)c(CC(=O)N2CCC(C(=O)O)CC2)c1. Starting materials: COC(=O)C1CCN(C(=O)Cc2cc(C)ccc2C)CC1, [Na+], C1CCOC1, [OH-], O. Starting materials: BrCCCCCCCC(=O)O (8-bromooctanoic acid), S(=O)(Cl)Cl (thionyl chloride), Cl.CNO (N-methyl hydroxylamine hydrochloride), C([O-])([O-])=O.[K+].[K+] (potassium carbonate). Reaction conditions: temperature 50 celsius. Yields the product CC(C(=O)NO)CCCCCCBr (methyl-8-bromooctanohydroxamic acid). Reaction SMILES: [Br:1][CH2:2][CH2:3][CH2:4][CH2:5][CH2:6][CH2:7][CH2:8][C:9]([OH:11])=O.S(Cl)(Cl)=O.Cl.C[NH:18][OH:19].[C:20](=O)([O-])[O-].[K+].[K+]>>[CH3:20][CH:8]([CH2:7][CH2:6][CH2:5][CH2:4][CH2:3][CH2:2][Br:1])[C:9]([NH:18][OH:19])=[O:11] |f:2.3,4.5.6|. Procedure details: A mixture of 2.23 g (10 mmol) of 8-bromooctanoic acid (IV3) and 1 ml of thionyl chloride was heated for 1 hour at 50° C. and the remainder thionyl chloride was evaporated under reduced pressure. The resulting product was treated with 835 mg (10 mmol) of N-methyl hydroxylamine hydrochloride and 1.66 g (12 mmol) of potassium carbonate according to the procedure shown in Example 10 to give methyl-8-bromooctanohydroxamic acid (V4), which was recrystallized from a mixture of ether-n-hexane (1:1) to g...